Dataset: the Open Reaction Database (ORD), a public repository of structured organic reaction records. Task: describe an organic reaction: reactants, conditions, products, and yield The reactants are COc1ccccc1C(C(=O)O)n1c(=O)[nH]c2ccccc21, O=C(C(c1ccccc1)n1c(=O)[nH]c2ccccc21)N1CCN(c2ccncc2)CC1. Yields the product COc1ccccc1C(C(=O)N1CCN(c2ccncc2)CC1)n1c(=O)[nH]c2ccccc21. RXN SMILES: [CH3:32][O:33][c:34]1[cH:35][cH:36][cH:37][cH:38][c:39]1[CH:40]([n:41]1[c:42]2[cH:43][cH:44][cH:45][cH:46][c:47]2[nH:48][c:49]1=[O:50])[C:51]([OH:52])=[O:53].[O:1]=[C:2]([CH:3]([c:4]1[cH:5][cH:6][cH:7][cH:8][cH:9]1)[n:10]1[c:11](=[O:19])[nH:12][c:13]2[c:14]1[cH:15][cH:16][cH:17][cH:18]2)[N:20]1[CH2:21][CH2:22][N:23]([c:26]2[cH:27][cH:28][n:29][cH:30][cH:31]2)[CH2:24][CH2:25]1>>[O:1]=[C:2]([CH:3]([c:4]1[c:5]([O:33][CH3:32])[cH:6][cH:7][cH:8][cH:9]1)[n:10]1[c:11](=[O:19])[nH:12][c:13]2[c:14]1[cH:15][cH:16][cH:17][cH:18]2)[N:20]1[CH2:21][CH2:22][N:23]([c:26]2[cH:27][cH:28][n:29][cH:30][cH:31]2)[CH2:24][CH2:25]1.